This data is from the Open Reaction Database (ORD), a public repository of structured organic reaction records. The task is: describe an organic reaction: reactants, conditions, products, and yield The reactants are N(C(=N)N)C=1SC=C(N1)C1=CC(=CC=C1)CN (2-guanidino-4-(3-aminomethylphenyl)thiazole), dimethyl (cyanoimido)dithiocarbonate. The solvent is C(C)O (ethanol). Conditions: time 1 hour. Product: N(C(=N)N)C=1SC=C(N1)C1=CC(=CC=C1)CNC(SC)=NC#N (2-guanidino-4-[3-(3-cyano-2-methylisothioureidomethyl)phenyl]thiazole). RXN SMILES: [NH:1]([C:5]1[S:6][CH:7]=[C:8]([C:10]2[CH:15]=[CH:14][CH:13]=[C:12]([CH2:16][NH2:17])[CH:11]=2)[N:9]=1)[C:2]([NH2:4])=[NH:3]>C(O)C>[NH:1]([C:5]1[S:6][CH:7]=[C:8]([C:10]2[CH:15]=[CH:14][CH:13]=[C:12]([CH2:16][NH:17][C:5](=[N:1][C:2]#[N:3])[S:6][CH3:7])[CH:11]=2)[N:9]=1)[C:2]([NH2:4])=[NH:3]. Procedure details: To a solution of 2-guanidino-4-(3-aminomethylphenyl)thiazole (0.5 g.) in warm ethanol (10 ml.) was added dimethyl (cyanoimido)dithiocarbonate (0.3 g.). The mixture was stirred for 1 hour during which time a precipitate gradually formed. This precipitate was filtered off to give 2-guanidino-4-[3-(3-cyano-2-methylisothioureidomethyl)phenyl]thiazole. The reactants are CC(=O)Oc1c(C)cc(O)c(C)c1C, CCCCO, CCNCC, CC(=O)O, Cc1ccccc1. Product: CCCCOCc1c(C)c(OC(C)=O)c(C)c(C)c1O. As a reaction SMILES: [C:1]([CH3:2])(=[O:3])[O:4][c:5]1[c:6]([CH3:14])[c:7]([CH3:13])[c:8]([OH:12])[cH:9][c:10]1[CH3:11].[CH2:15]([CH2:16][CH2:17][CH3:18])[OH:19].[CH2:20]([NH:21][CH2:22][CH3:23])[CH3:24].[CH3:25][C:26](=[O:27])[OH:28].[CH3:29][c:30]1[cH:31][cH:32][cH:33][cH:34][cH:35]1>>[C:1]([CH3:2])(=[O:3])[O:4][c:5]1[c:6]([CH3:14])[c:7]([CH3:13])[c:8]([OH:12])[c:9]([CH2:20][O:19][CH2:15][CH2:16][CH2:17][CH3:18])[c:10]1[CH3:11]. Starting materials: COC(C1=C(C=C(C=C1)Cl)NC(C)=O)=O (2-acetylamino-4-chlorobenzoic acid methyl ester), II (iodine). The reagents and catalysts are FC(C(=O)[O-])(F)F.[Ag+] (silver trifluoroacetate). Reaction conditions: time 5 hour. Product: COC(C1=C(C=C(C(=C1)I)Cl)N)=O (2-amino-4-chloro-5-iodo-benzoic acid methyl ester). The yield is 82.6%. RXN SMILES: [CH3:1][O:2][C:3](=[O:15])[C:4]1[CH:9]=[CH:8][C:7]([Cl:10])=[CH:6][C:5]=1[NH:11]C(=O)C.[I:16]I>FC(F)(F)C([O-])=O.[Ag+]>[CH3:1][O:2][C:3](=[O:15])[C:4]1[CH:9]=[C:8]([I:16])[C:7]([Cl:10])=[CH:6][C:5]=1[NH2:11] |f:2.3|. Procedure: To a suspension of 2-acetylamino-4-chlorobenzoic acid methyl ester (2.0 g in 80 mL of dry chloroform) and 2.5 g silver trifluoroacetate was added iodine (2.87 g in 40 mL chloroform) and the mixture stirred at room temperature. After 5 hours, the mixture was filtered over diatomaceous earth and the filtrate concentrated in vacuo. Purification of the resulting oil by flash chromatography on silica gel (hexane:ethyl acetate, 95:5; then 90:10) gave the title compound (2.26 g). Starting materials: ice water, C(C)N1CCNCC1 (1-ethyl-piperazine), FC=1C=CC(=C(C1)N)[N+](=O)[O-] (5-fluoro-2-nitro-phenylamine), CCN(C(C)C)C(C)C (DIPEA). The solvent is CN(C)C=O (DMF). Reaction conditions: temperature 80 celsius. Yields the product C(C)N1CCN(CC1)C=1C=CC(=C(C1)N)[N+](=O)[O-] (5-(4-Ethyl-piperazin-1-yl)-2-nitro-phenylamine). The yield is 62.4%. As a reaction SMILES: [CH2:1]([N:3]1[CH2:8][CH2:7][NH:6][CH2:5][CH2:4]1)[CH3:2].F[C:10]1[CH:11]=[CH:12][C:13]([N+:17]([O-:19])=[O:18])=[C:14]([NH2:16])[CH:15]=1.CCN(C(C)C)C(C)C>CN(C=O)C>[CH2:1]([N:3]1[CH2:8][CH2:7][N:6]([C:10]2[CH:11]=[CH:12][C:13]([N+:17]([O-:19])=[O:18])=[C:14]([NH2:16])[CH:15]=2)[CH2:5][CH2:4]1)[CH3:2]. Procedure details: A mixture of 1-ethyl-piperazine (1.2 mL, 9.6 mmol), 5-fluoro-2-nitro-phenylamine (1 g, 6.4 mmol), DIPEA (1.24 g, 9.6 mmol) in DMF (15 mL) was heated at 80° C. overnight. The reaction mixture was poured into ice water and extracted with EtOAc. The combined extract was washed with brine, dried over anhydrous Na2SO4, and concentrated to obtain a crude product, which was purified by flash chromatography on silica to afford the title compound (1 g, yield: 63%). ESI-MS: 251 [M+H]+. The reactants are COC=1C=CC(=C(C1)N1N=CC=C1)[N+](=O)[O-] (1-(5-Methoxy-2-nitro-phenyl)-1H-pyrazole). The reagents and catalysts are [Pd] (Pd/C). Run in CCO (EtOH). Yields the product COC1=CC(=C(C=C1)N)N1N=CC=C1 (4-Methoxy-2-pyrazol-1-yl-phenylamine). Reaction SMILES: [CH3:1][O:2][C:3]1[CH:4]=[CH:5][C:6]([N+:14]([O-])=O)=[C:7]([N:9]2[CH:13]=[CH:12][CH:11]=[N:10]2)[CH:8]=1>[Pd].CCO>[CH3:1][O:2][C:3]1[CH:4]=[CH:5][C:6]([NH2:14])=[C:7]([N:9]2[CH:13]=[CH:12][CH:11]=[N:10]2)[CH:8]=1. Procedure: 1-(5-Methoxy-2-nitro-phenyl)-1H-pyrazole was treated under standard hydrogenation conditions (H2, EtOH, 10% Pd/C) to yield desired 4-Methoxy-2-pyrazol-1-yl-phenylamine as a crude solid, which was used for the subsequent reaction without further purification; TLC: 1:1 EtOAc/Hexane Rf 0.6, homogeneous; SM Rf 0.7; MS (m/e) 190.12 (M+H). The reactants are BrC=1C=CC2=C(N(CC3=C(N2)N=C(C=C3)C(F)(F)F)S(=O)(=O)C3=CC=C(C=C3)C(C)(C)C)C1 (8-bromo-6-[(4-tert-butylphenyl)sulfonyl]-2-(trifluoromethyl)-6,11-dihydro-5H-pyrido[2,3-b][1,5]benzodiazepine), BrC=1C=CC2=C(N(CC3=C(N2)N=C(C=C3)C(F)(F)F)S(=O)(=O)C3=CC=C(C=C3)C(C)(C)C)C1 (8-bromo-6-[(4-tert-butylphenyl)sulfonyl]-2-(trifluoromethyl)-6,11-dihydro-5H-pyrido[2,3-b][1,5]benzodiazepine), CN1N=CC(=C1)B1OC(C(O1)(C)C)(C)C (1-methyl-4-(4,4,5,5-tetramethyl-1,3,2-dioxaborolan-2-yl)-1H-pyrazole), C([O-])([O-])=O.[K+].[K+] (potassium carbonate), CS(=O)C (DMSO). The reagents and catalysts are O (water), C1=CC=C(C=C1)P([C-]2C=CC=C2)C3=CC=CC=C3.C1=CC=C(C=C1)P([C-]2C=CC=C2)C3=CC=CC=C3.Cl[Pd]Cl.[Fe+2] (Pd(dppf)Cl2). Run in CCOC(=O)C (EtOAc). Run at temperature 100 celsius. Product: C(C)(C)(C)C1=CC=C(C=C1)S(=O)(=O)N1CC2=C(NC3=C1C=C(C=C3)C=3C=NN(C3)C)N=C(C=C2)C(F)(F)F (6-[(4-tert-Butylphenyl)sulfonyl]-8-(1-methyl-1H-pyrazol-4-yl)-2-(trifluoromethyl)-6,11-dihydro-5H-pyrido[2,3-b][1,5]benzodiazepine). Reaction SMILES: Br[C:2]1[CH:3]=[CH:4][C:5]2[NH:11][C:10]3[N:12]=[C:13]([C:16]([F:19])([F:18])[F:17])[CH:14]=[CH:15][C:9]=3[CH2:8][N:7]([S:20]([C:23]3[CH:28]=[CH:27][C:26]([C:29]([CH3:32])([CH3:31])[CH3:30])=[CH:25][CH:24]=3)(=[O:22])=[O:21])[C:6]=2[CH:33]=1.[CH3:34][N:35]1[CH:39]=[C:38](B2OC(C)(C)C(C)(C)O2)[CH:37]=[N:36]1.C(=O)([O-])[O-].[K+].[K+].CS(C)=O>O.CCOC(C)=O.C1C=CC(P(C2C=CC=CC=2)[C-]2C=CC=C2)=CC=1.C1C=CC(P(C2C=CC=CC=2)[C-]2C=CC=C2)=CC=1.Cl[Pd]Cl.[Fe+2]>[C:29]([C:26]1[CH:25]=[CH:24][C:23]([S:20]([N:7]2[C:6]3[CH:33]=[C:2]([C:38]4[CH:37]=[N:36][N:35]([CH3:34])[CH:39]=4)[CH:3]=[CH:4][C:5]=3[NH:11][C:10]3[N:12]=[C:13]([C:16]([F:19])([F:17])[F:18])[CH:14]=[CH:15][C:9]=3[CH2:8]2)(=[O:22])=[O:21])=[CH:28][CH:27]=1)([CH3:30])([CH3:32])[CH3:31] |f:2.3.4,8.9.10.11|. Procedure details: A mixture of 8-bromo-6-[(4-tert-butylphenyl)sulfonyl]-2-(trifluoromethyl)-6,11-dihydro-5H-pyrido[2,3-b][1,5]benzodiazepine (intermediate 53, 50 mg, 0.0925 mmol), 1-methyl-4-(4,4,5,5-tetramethyl-1,3,2-dioxaborolan-2-yl)-1H-pyrazole (38.5 mg, 0.185 mmol), Pd(dppf)Cl2 (22.7 mg, 0.0278 mmol), potassium carbonate (38.4 mg, 0.2775 mmol), DMSO (0.3 mL), and 3 drops of water was heated in a microwave reactor at 100° C. for 30 min. After cooling to room temperature, the reaction mixture was diluted with ...